describe an organic reaction: reactants, conditions, products, and yield From a dataset of the Open Reaction Database (ORD), a public repository of structured organic reaction records. RXN SMILES: [NH2:21][c:22]1[n:23]([CH:24]2[O:25][CH:26]([CH2:27][O:28][C:29](=[O:30])[CH3:31])[CH:32]([O:33][C:34](=[O:35])[CH3:36])[CH:37]2[O:38][C:39](=[O:40])[CH3:41])[cH:42][n:43][c:44]1[C:45]([OH:46])=[O:47].[OH:1][CH2:2][CH:3]1[O:4][CH:5]([n:10]2[cH:11][n:12][c:13]3[c:20]2[N:19]=[CH:18][NH:17][CH2:16][CH:14]3[OH:15])[CH:6]([OH:7])[CH:8]1[OH:9]>>[OH:1][CH2:2][CH:3]1[O:4][CH:5]([n:10]2[cH:11][n:12][c:13]3[c:20]2[N:19]=[CH:18][NH:17][CH2:16][C:14]3=[O:15])[CH:6]([OH:7])[CH:8]1[OH:9]. The product is O=C1CNC=Nc2c1ncn2C1OC(CO)C(O)C1O. The reactants are CC(=O)OCC1OC(n2cnc(C(=O)O)c2N)C(OC(C)=O)C1OC(C)=O, OCC1OC(n2cnc3c2N=CNCC3O)C(O)C1O. The reactants are CC(C)([O-])C.[K+] (potassium tert-butoxide), [Cl-].NC(=[NH2+])N (guanidinium chloride), C(C)N1C(C2=CC=CC=C2C1=O)CC(=O)OCC (ethyl (2-ethyl-3-oxo-2,3-dihydro-1H-isoindol-1-yl)acetate). Run in O (water). Conditions: temperature 20 celsius, time 20 hour. Product: C(C)N1C(C2=CC=CC=C2C1=O)CC(=O)NC(=N)N (N-[(2-ethyl-3-oxo-2,3-dihydro-1H-isoindol-1-yl)acetyl]-guanidine). Yield: 28.0%. As a reaction SMILES: CC(C)([O-])C.[K+].[Cl-].[NH2:8][C:9]([NH2:11])=[NH2+:10].[CH2:12]([N:14]1[C:22](=[O:23])[C:21]2[C:16](=[CH:17][CH:18]=[CH:19][CH:20]=2)[CH:15]1[CH2:24][C:25](OCC)=[O:26])[CH3:13]>O>[CH2:12]([N:14]1[C:22](=[O:23])[C:21]2[C:16](=[CH:17][CH:18]=[CH:19][CH:20]=2)[CH:15]1[CH2:24][C:25]([NH:10][C:9]([NH2:11])=[NH:8])=[O:26])[CH3:13] |f:0.1,2.3|. Reported procedure: N-[(2-Ethyl-3-oxo-2,3-dihydro-1H-isoindol-1-yl)acetyl]guanidine is prepared as described in Example 1, starting with 4.3 g of potassium tert-butoxide, 3.7 g of guanidinium chloride and 1.9 g of ethyl (2-ethyl-3-oxo-2,3-dihydro-1H-isoindol-1-yl)acetate. The reaction mixture is stirred at a temperature in the region of 20° C. for 20 hours, followed by addition of 60 cm3 of water. The aqueous phase is extracted with 3 times 50 cm3 of ethyl acetate and is then concentrated to dryness under reduced p...